From a dataset of the Open Reaction Database (ORD), a public repository of structured organic reaction records. describe an organic reaction: reactants, conditions, products, and yield The reactants are O=C1CCC=2C(=CC=CC12)C(=O)O (1-oxoindan-4-carboxylic acid), Cl (hydrochloric acid), P(Cl)(Cl)(Cl)(Cl)Cl (phosphorus pentachloride), [Cl-].[Al+3].[Cl-].[Cl-] (aluminum chloride). Run in ClC1=CC=CC=C1 (chlorobenzene). Conditions: time 3 hour. Yields the product ClC1=CC=C(C(=O)C2=C3CCC(C3=CC=C2)=O)C=C1 (4-(p-chlorobenzoyl)indan-1-one). Reaction SMILES: [O:1]=[C:2]1[C:10]2[CH:9]=[CH:8][CH:7]=[C:6]([C:11]([OH:13])=O)[C:5]=2[CH2:4][CH2:3]1.P(Cl)(Cl)(Cl)(Cl)Cl.[Cl-:20].[Al+3].[Cl-].[Cl-].Cl>ClC1C=CC=CC=1>[Cl:20][C:5]1[CH:6]=[CH:7][C:8]([C:11]([C:6]2[CH:7]=[CH:8][CH:9]=[C:10]3[C:5]=2[CH2:4][CH2:3][C:2]3=[O:1])=[O:13])=[CH:9][CH:10]=1 |f:2.3.4.5|. Procedure: To 200 ml. of chlorobenzene are added 17.6 g. of 1-oxoindan-4-carboxylic acid and 23 g. of phosphorus pentachloride. The mixture is stirred at room temperature for 3 hours, after which time 40 g. of aluminum chloride is added. The mixture is stirred at about 65° C for 3 hours. After cooling, the mixture is poured into ice and hydrochloric acid, followed by extraction with chloroform. The extract is washed with water, a saturated aqueous solution of sodium bicarbonate and water in the order menti... Reactants: CO.C(Cl)Cl (MeOH DCM), C(C)(=O)OC(C)=O (acetic anhydride), C(C)(=O)OC(C)=O (acetic anhydride), C1(CC1)NC(=O)NC1=CC(=C(C=C1)OC1=C2C(=NC=C1)C=C(S2)C2=NC=C(C=C2)CNCCOC)F (1-cyclopropyl-3-(3-fluoro-4-(2-(5-((2-methoxyethylamino)methyl)-pyridin-2-yl)thieno[3,2-b]pyridin-7-yloxy)phenyl)urea). Reaction SMILES: [C:1](OC(=O)C)(=[O:3])C.[CH:8]1([NH:11][C:12]([NH:14][C:15]2[CH:20]=[CH:19][C:18]([O:21][C:22]3[CH:27]=[CH:26][N:25]=[C:24]4[CH:28]=[C:29]([C:31]5[CH:36]=[CH:35][C:34]([CH2:37][NH:38][CH2:39][CH2:40][O:41][CH3:42])=[CH:33][N:32]=5)[S:30][C:23]=34)=[C:17]([F:43])[CH:16]=2)=[O:13])[CH2:10][CH2:9]1.CO.C(Cl)Cl>C(O)=O>[CH:8]1([NH:11][C:12](=[O:13])[NH:14][C:15]2[CH:20]=[CH:19][C:18]([O:21][C:22]3[CH:27]=[CH:26][N:25]=[C:24]4[CH:28]=[C:29]([C:31]5[N:32]=[CH:33][C:34]([CH2:37][N:38]([CH2:39][CH2:40][O:41][CH3:42])[CH:1]=[O:3])=[CH:35][CH:36]=5)[S:30][C:23]=34)=[C:17]([F:43])[CH:16]=2)[CH2:10][CH2:9]1 |f:2.3|. Isolated yield 60.8%. Conditions: time 2 hour. The product is C1(CC1)NC(NC1=CC(=C(OC2=C3C(=NC=C2)C=C(S3)C3=CC=C(C=N3)CN(C=O)CCOC)C=C1)F)=O (N-((6-(7-(4-(3-cyclopropylureido)-2-fluorophenoxy)thieno[3,2-b]pyridin-2-yl)pyridin-3-yl)methyl)-N-(2-methoxyethyl)formamide). Reported procedure: To solution of acetic anhydride (150 μL, 1.17 mmol) in formic acid (2 mL) stirred at RT for 20 min was added in one portion 1 (150 mg, 0.296 mmol). After 2 hr, 200 μL of acetic anhydride (1.57 mmol) were added dropwise. The reaction mixture was stirred at RT overnight, quenched by addition of MeOH and concentrated. The residue was purified by Biotage (SNAP 25 g cartridge; MeOH/DCM: 0/100 to 10/90 over 20 CV, then 10/90 over 5 CV), to afford the title compound 6 (96 mg, 0.18 mmol, 76% yield) as a... The solvent is C(=O)O (formic acid). Reactants: FC(CNC=1C=NC=CC1C1=C(C=CC=C1)F)F ((2,2-difluoro-ethyl)-[4-(2-fluoro-phenyl)-pyridin-3-yl]-amine), FC(C=1C=C(C(=O)O)C=C(N1)C(F)(F)F)(F)F (2,6-bis(trifluoromethyl)isonicotinic acid). Yields the product FC(CN(C(C1=CC(=NC(=C1)C(F)(F)F)C(F)(F)F)=O)C=1C=NC=CC1C1=C(C=CC=C1)F)F (N-(2,2-Difluoro-ethyl)-N-[4-(2-fluoro-phenyl)-pyridin-3-yl]-2,6-bis-trifluoromethyl-isonicotinamide). As a reaction SMILES: [F:1][CH:2]([F:18])[CH2:3][NH:4][C:5]1[CH:6]=[N:7][CH:8]=[CH:9][C:10]=1[C:11]1[CH:16]=[CH:15][CH:14]=[CH:13][C:12]=1[F:17].[F:19][C:20]([F:35])([F:34])[C:21]1[CH:22]=[C:23]([CH:27]=[C:28]([C:30]([F:33])([F:32])[F:31])[N:29]=1)[C:24](O)=[O:25]>>[F:18][CH:2]([F:1])[CH2:3][N:4]([C:5]1[CH:6]=[N:7][CH:8]=[CH:9][C:10]=1[C:11]1[CH:16]=[CH:15][CH:14]=[CH:13][C:12]=1[F:17])[C:24](=[O:25])[C:23]1[CH:27]=[C:28]([C:30]([F:31])([F:32])[F:33])[N:29]=[C:21]([C:20]([F:35])([F:19])[F:34])[CH:22]=1. Procedure: The title compound was prepared in analogy to example 90, from (2,2-difluoro-ethyl)-[4-(2-fluoro-phenyl)-pyridin-3-yl]-amine and 2,6-bis(trifluoromethyl)isonicotinic acid (Key Organics Ltd.) after a reaction time of 68 hours. The compound was purified by silica gel chromatography on a 10 g column using a MPLC system eluting with a gradient of n-heptane:EtOAc (100:0 to 50:50). Light brown solid (44%). MS (ESI): m/z=494.09 [M+H]+. Reactants: FC1=C(C=CC(=C1)CN=C=O)N1CCCCCC1 (1-[2-fluoro-4-(isocyanatomethyl)phenyl]azepane), CN1N=CC=2C(=CC=CC12)N (1-methyl-1H-indazol-4-amine), N1N=CC=2C(=CC=CC12)N (1H-indazol-4-amine). The product is N1(CCCCCC1)C1=C(C=C(CNC(=O)NC2=C3C=NN(C3=CC=C2)C)C=C1)F (N-[4-(1-azepanyl)-3-fluorobenzyl]-N′-(1-methyl-1H-indazol-4-yl)urea). Reaction SMILES: [F:1][C:2]1[CH:7]=[C:6]([CH2:8][N:9]=[C:10]=[O:11])[CH:5]=[CH:4][C:3]=1[N:12]1[CH2:18][CH2:17][CH2:16][CH2:15][CH2:14][CH2:13]1.[CH3:19][N:20]1[C:28]2[CH:27]=[CH:26][CH:25]=[C:24]([NH2:29])[C:23]=2[CH:22]=[N:21]1.N1C2C=CC=C(N)C=2C=N1>>[N:12]1([C:3]2[CH:4]=[CH:5][C:6]([CH2:8][NH:9][C:10]([NH:29][C:24]3[CH:25]=[CH:26][CH:27]=[C:28]4[C:23]=3[CH:22]=[N:21][N:20]4[CH3:19])=[O:11])=[CH:7][C:2]=2[F:1])[CH2:18][CH2:17][CH2:16][CH2:15][CH2:14][CH2:13]1. Reported procedure: The title compound was prepared using the procedure described in Example 89B using 1-[2-fluoro-4-(isocyanatomethyl)phenyl]azepane and 1-methyl-1H-indazol-4-amine instead of 1-bromo-4-(isocyanatomethyl)benzene and the product from Example 89A. NMR (DMSO-d6) δ 9.03 (s, 1H), 8.19 (s, 1H), 7.67 (d, 1H), 7.24 (t, 1H), 7.12-6.95 (m, 5H), 4.22 (s, 2H), 3.99 (s, 3H), 3.35 (m, 4H), 1.78 (m, 4H), 1.55 (m, 4H); MS (ESI) (M+H)+ 396. Starting materials: N[C@@H](CCCCN)C(=O)N([C@@H](CCCNC(N)=N)C(=O)N1[C@H](C(=O)O)CCC1)[N+](=O)[O-] (lysylnitroarginylproline), compound 2, FC(C(=O)O)(F)F (trifluoroacetic acid). The solvent is C(Cl)Cl (methylene chloride). Product: FC(C(=O)O)(F)F.[N+](=O)([O-])N[C@@H](CCCNC(N)=N)C(=O)C(CCC[C@H](N)C(=O)N([C@@H](CCCNC(N)=N)C(=O)N1[C@H](C(=O)O)CCC1)[N+](=O)[O-])N (ε-(nitroarginyl)lysylnitroarginylproline trifluoroacetate). RXN SMILES: [NH2:1][C@H:2]([C:8]([N:10]([N+:29]([O-:31])=[O:30])[C@H:11]([C:19]([N:21]1[CH2:28][CH2:27][CH2:26][C@H:22]1[C:23]([OH:25])=[O:24])=[O:20])[CH2:12][CH2:13][CH2:14][NH:15][C:16](=[NH:18])[NH2:17])=[O:9])[CH2:3][CH2:4][CH2:5][CH2:6][NH2:7].[F:32][C:33]([F:38])([F:37])[C:34]([OH:36])=[O:35]>C(Cl)Cl>[F:32][C:33]([F:38])([F:37])[C:34]([OH:36])=[O:35].[N+:29]([NH:10][C@H:33]([C:34]([CH:6]([NH2:7])[CH2:5][CH2:4][CH2:3][C@@H:2]([C:8]([N:10]([N+:29]([O-:31])=[O:30])[C@H:11]([C:19]([N:21]1[CH2:28][CH2:27][CH2:26][C@H:22]1[C:23]([OH:25])=[O:24])=[O:20])[CH2:12][CH2:13][CH2:14][NH:15][C:16](=[NH:17])[NH2:18])=[O:9])[NH2:1])=[O:36])[CH2:12][CH2:13][CH2:14][NH:15][C:16](=[NH:17])[NH2:18])([O-:31])=[O:30] |f:3.4|. Procedure details: From compound 8, in a manner similar to the synthesis of compound 2 (except that instead of trifluoroacetic acid use is made of its mixture with methylene chloride in the volume ratio of (1:1) α-benzyloxycarbonyl, ε-(nitroarginyl)lysylnitroarginylproline trifluoroacetate (compound 9) is obtained. The yield is 96%. αD20 =-12.0° (c=1, dimethylformamide). Ehis =0.52 (1 N acetic acid), Rf ==0.16 (B), 0.52 (C), 0.54 (D). Reactants: CCOc1ccccc1-c1cc(Cl)ncn1, [NH-]S(=O)(=O)Cc1ccc(N)cc1. The product is CCOc1ccccc1-c1cc(Nc2ccc(CS(N)(=O)=O)cc2)ncn1. Reaction SMILES: [Cl:13][c:14]1[n:15][cH:16][n:17][c:18](-[c:20]2[c:21]([O:26][CH2:27][CH3:28])[cH:22][cH:23][cH:24][cH:25]2)[cH:19]1.[NH2:1][c:2]1[cH:3][cH:4][c:5]([CH2:8][S:9](=[O:10])(=[O:11])[NH-:12])[cH:6][cH:7]1>>[NH:1]([c:2]1[cH:3][cH:4][c:5]([CH2:8][S:9](=[O:10])(=[O:11])[NH2:12])[cH:6][cH:7]1)[c:14]1[n:15][cH:16][n:17][c:18](-[c:20]2[c:21]([O:26][CH2:27][CH3:28])[cH:22][cH:23][cH:24][cH:25]2)[cH:19]1.